From a dataset of the Open Reaction Database (ORD), a public repository of structured organic reaction records. describe an organic reaction: reactants, conditions, products, and yield Reactants: ClC1=CC=C(C=C1)NC1=C2N=CN(C2=NC(=N1)NN)C ((4-chloro-phenyl)-(2-hydrazino-9-methyl-9H-purin-6-yl)-amine), C(C1=CC=CC=C1)(=O)CC(C)=O (benzoylacetone). Product: ClC1=CC=C(C=C1)NC1=C2N=CN(C2=NC(=N1)N1N=C(C=C1C)C1=CC=CC=C1)C ((4-Chloro-phenyl)-[9-methyl-2-(5-methyl-3-phenyl-pyrazol-1-yl)-9H-purin-6-yl]-amine). As a reaction SMILES: [Cl:1][C:2]1[CH:7]=[CH:6][C:5]([NH:8][C:9]2[N:17]=[C:16]([NH:18][NH2:19])[N:15]=[C:14]3[C:10]=2[N:11]=[CH:12][N:13]3[CH3:20])=[CH:4][CH:3]=1.[C:21]([CH2:29][C:30](=O)[CH3:31])(=O)[C:22]1[CH:27]=[CH:26][CH:25]=[CH:24][CH:23]=1>>[Cl:1][C:2]1[CH:7]=[CH:6][C:5]([NH:8][C:9]2[N:17]=[C:16]([N:18]3[C:30]([CH3:31])=[CH:29][C:21]([C:22]4[CH:27]=[CH:26][CH:25]=[CH:24][CH:23]=4)=[N:19]3)[N:15]=[C:14]3[C:10]=2[N:11]=[CH:12][N:13]3[CH3:20])=[CH:4][CH:3]=1. Reported procedure: Was prepared according to Example 9 from (4-chloro-phenyl)-(2-hydrazino-9-methyl-9H-purin-6-yl)-amine and benzoylacetone. Starting materials: CCc1cn2c(Nc3cc(C)[nH]n3)nc(Cl)cc2n1, [K+], [K+], O=C([O-])[O-], CN(C)C=O, O=C(Nc1ccc(S)cc1)C1CC1. Yields the product CCc1cn2c(Nc3cc(C)[nH]n3)nc(Sc3ccc(NC(=O)C4CC4)cc3)cc2n1. Reaction SMILES: [Cl:1][c:2]1[cH:3][c:4]2[n:5]([c:6]([NH:8][c:9]3[n:10][nH:11][c:12]([CH3:14])[cH:13]3)[n:7]1)[cH:15][c:16]([CH2:18][CH3:19])[n:17]2.[K+:33].[K+:34].[O-:35][C:36]([O-:37])=[O:38].[O:39]=[CH:40][N:41]([CH3:42])[CH3:43].[SH:20][c:21]1[cH:22][cH:23][c:24]([NH:27][C:28](=[O:29])[CH:30]2[CH2:31][CH2:32]2)[cH:25][cH:26]1>>[c:2]1([S:20][c:21]2[cH:22][cH:23][c:24]([NH:27][C:28](=[O:29])[CH:30]3[CH2:31][CH2:32]3)[cH:25][cH:26]2)[cH:3][c:4]2[n:5]([c:6]([NH:8][c:9]3[n:10][nH:11][c:12]([CH3:14])[cH:13]3)[n:7]1)[cH:15][c:16]([CH2:18][CH3:19])[n:17]2. The reactants are COC=CC=1C=NC=CC1 (3-(2-EZ-methoxyethenyl)pyridine), [N+](=O)([O-])C1=CC=C(C=C1)NN (4-nitrophenylhydrazine). Solvent: C(C)O (ethanol), Cl (hydrochloric acid). Product: [N+](=O)([O-])C1=CC=C(C=C1)NN=CCC=1C=NC=CC1 (3-Pyridineacetaldehyde-4-nitrophenylhydrazone). Isolated yield 81.8%. Reaction SMILES: CO[CH:3]=[CH:4][C:5]1[CH:6]=[N:7][CH:8]=[CH:9][CH:10]=1.[N+:11]([C:14]1[CH:19]=[CH:18][C:17]([NH:20][NH2:21])=[CH:16][CH:15]=1)([O-:13])=[O:12]>C(O)C.Cl>[N+:11]([C:14]1[CH:15]=[CH:16][C:17]([NH:20][N:21]=[CH:3][CH2:4][C:5]2[CH:6]=[N:7][CH:8]=[CH:9][CH:10]=2)=[CH:18][CH:19]=1)([O-:13])=[O:12]. Procedure details: A solution of 3-(2-EZ-methoxyethenyl)pyridine (3.43 g) in ethanol (15 ml) and 2N hydrochloric acid (25 ml) was heated under reflux for 1 hour and then cooled. 4-nitrophenylhydrazine (3.89 g) was added portionwise with stirring to give a solution which deposited a yellow solid. The mixture was cooled in ice and the solid was filtered off, washed with isopropanol,ether and then dried to give the title compound (5.32 g), m.p. 212°-214° C. Found: C,53.54; H,4.51; N,19.00. C13 H12N4O2 requires: C,53....